Dataset: the Open Reaction Database (ORD), a public repository of structured organic reaction records. Task: describe an organic reaction: reactants, conditions, products, and yield The reactants are BrC1=CSC=C1SC1=CC=CC=C1 (3-bromo-4-phenylsulfanyl-thiophene), C(C)(=O)C=1C(=CSC1)Br (4-acetyl-3-bromo-thiophene). Product: C(C)(=O)C=1C(=CSC1)SC1=CC=CC=C1 (4-Acetyl-3-phenylsulfanyl-thiophene). Isolated yield 66.0%. Reaction SMILES: Br[C:2]1[C:6]([S:7][C:8]2[CH:13]=[CH:12][CH:11]=[CH:10][CH:9]=2)=[CH:5][S:4][CH:3]=1.[C:14](C1C(Br)=CSC=1)(=[O:16])[CH3:15]>>[C:14]([C:2]1[C:6]([S:7][C:8]2[CH:13]=[CH:12][CH:11]=[CH:10][CH:9]=2)=[CH:5][S:4][CH:3]=1)(=[O:16])[CH3:15]. Procedure details: Prepared from 3-bromo-4-phenylsulfanyl-thiophene in 66% yield according to the procedure for the preparation of 4-acetyl-3-bromo-thiophene. 1H NMR (300 MHz, CDCl3) δ8.09 (d, 1H, J=3.3 Hz), 7.57 (d, 2 H, J=7.2 Hz), 7.38-7.42 (m, 3H), 6.31 (d, 1H, J=3.3 Hz), 2.57 (s, 3H).